Dataset: the Open Reaction Database (ORD), a public repository of structured organic reaction records. Task: describe an organic reaction: reactants, conditions, products, and yield Starting materials: ClC1=NN2C(C(=N1)N(CC1=CC=C(C=C1)OC)C1CC1)=NC=C2C#N (2-chloro-4-(cyclopropyl(4-methoxybenzyl)amino)imidazo[2,1-f][1,2,4]triazine-7-carbonitrile), NC=1C=C(C#N)C=C(C1Cl)N1C[C@H]2N(CC1)C[C@@H](C2)O ((+/−)-3-amino-4-chloro-5-((7R,8aS)-7-hydroxyhexahydropyrrolo[1,2-a]pyrazin-2(1H)-yl)benzonitrile), CC1(C2=C(C(=CC=C2)P(C3=CC=CC=C3)C4=CC=CC=C4)OC5=C(C=CC=C51)P(C6=CC=CC=C6)C7=CC=CC=C7)C (Xantphos), C([O-])([O-])=O.[Cs+].[Cs+] (cesium carbonate). The reagents and catalysts are C(C)(=O)[O-].[Pd+2].C(C)(=O)[O-] (palladium(II) acetate), C1=CC=C(C=C1)P([C-]2C=CC=C2)C3=CC=CC=C3.C1=CC=C(C=C1)P([C-]2C=CC=C2)C3=CC=CC=C3.[Fe+2] (DPPF). Solvent: O1CCOCC1 (dioxane). Conditions: temperature 80 celsius. The product is ClC1=C(C=C(C=C1N1C[C@H]2N(CC1)C[C@@H](C2)O)C#N)NC2=NN1C(C(=N2)N(CC2=CC=C(C=C2)OC)C2CC2)=NC=C1C#N ((+/−)-2-((2-chloro-5-cyano-3-((7R,8aS)-7-hydroxyhexahydropyrrolo[1,2-a]pyrazin-2(1H)-yl)phenyl)amino)-4-(cyclopropyl(4-methoxybenzyl)amino)imidazo[2,1-f][1,2,4]triazine-7-carbonitrile). Yield: 54.5%. Reaction SMILES: Cl[C:2]1[N:7]=[C:6]([N:8]([CH:18]2[CH2:20][CH2:19]2)[CH2:9][C:10]2[CH:15]=[CH:14][C:13]([O:16][CH3:17])=[CH:12][CH:11]=2)[C:5]2=[N:21][CH:22]=[C:23]([C:24]#[N:25])[N:4]2[N:3]=1.[NH2:26][C:27]1[CH:28]=[C:29]([CH:32]=[C:33]([N:36]2[CH2:41][CH2:40][N:39]3[CH2:42][C@H:43]([OH:45])[CH2:44][C@H:38]3[CH2:37]2)[C:34]=1[Cl:35])[C:30]#[N:31].CC1(C)C2C(=C(P(C3C=CC=CC=3)C3C=CC=CC=3)C=CC=2)OC2C(P(C3C=CC=CC=3)C3C=CC=CC=3)=CC=CC1=2.C(=O)([O-])[O-].[Cs+].[Cs+]>O1CCOCC1.C([O-])(=O)C.[Pd+2].C([O-])(=O)C.C1C=CC(P(C2C=CC=CC=2)[C-]2C=CC=C2)=CC=1.C1C=CC(P(C2C=CC=CC=2)[C-]2C=CC=C2)=CC=1.[Fe+2]>[Cl:35][C:34]1[C:33]([N:36]2[CH2:41][CH2:40][N:39]3[CH2:42][C@H:43]([OH:45])[CH2:44][C@H:38]3[CH2:37]2)=[CH:32][C:29]([C:30]#[N:31])=[CH:28][C:27]=1[NH:26][C:2]1[N:7]=[C:6]([N:8]([CH:18]2[CH2:20][CH2:19]2)[CH2:9][C:10]2[CH:15]=[CH:14][C:13]([O:16][CH3:17])=[CH:12][CH:11]=2)[C:5]2=[N:21][CH:22]=[C:23]([C:24]#[N:25])[N:4]2[N:3]=1 |f:3.4.5,7.8.9,10.11.12|. Procedure details: A mixture of 2-chloro-4-(cyclopropyl(4-methoxybenzyl)amino)imidazo[2,1-f][1,2,4]triazine-7-carbonitrile (60.6 mg, 0.171 mmol), (+/−)-3-amino-4-chloro-5-((7R,8aS)-7-hydroxyhexahydropyrrolo[1,2-a]pyrazin-2(1H)-yl)benzonitrile (50 mg, 0.171 mmol), palladium(II) acetate (10.16 mg, 0.045 mmol), Xantphos (9.88 mg, 0.017 mmol), DPPF (9.47 mg, 0.017 mmol) and cesium carbonate (145 mg, 0.444 mmol) in dioxane (3 ml) was evacuated and back filled with nitrogen three time and was heated at 80° C. for 5 h. T... The reactants are [OH-].[Na+] (sodium hydroxide), [OH-].[Na+] (sodium hydroxide), solution, C(C1=CC=CC=C1)N1C=NC(=C1)C1=NNC(=C1)C(=O)OCC (Ethyl 3-(1-benzyl-1H-imidazol-4-yl)-1H-pyrazole-5-carboxylate). Solvent: CO (methanol). Conditions: temperature 0 celsius. The product is C(C1=CC=CC=C1)N1C=NC(=C1)C1=NNC(=C1)C(=O)O (3-(1-benzyl-1H-imidazol-4-yl)-1H-pyrazole-5-carboxylic acid). Reaction SMILES: [CH2:1]([N:8]1[CH:12]=[C:11]([C:13]2[CH:17]=[C:16]([C:18]([O:20]CC)=[O:19])[NH:15][N:14]=2)[N:10]=[CH:9]1)[C:2]1[CH:7]=[CH:6][CH:5]=[CH:4][CH:3]=1.[OH-].[Na+]>CO>[CH2:1]([N:8]1[CH:12]=[C:11]([C:13]2[CH:17]=[C:16]([C:18]([OH:20])=[O:19])[NH:15][N:14]=2)[N:10]=[CH:9]1)[C:2]1[CH:7]=[CH:6][CH:5]=[CH:4][CH:3]=1 |f:1.2|. Procedure: Ethyl 3-(1-benzyl-1H-imidazol-4-yl)-1H-pyrazole-5-carboxylate (0.5 g, 1.687 mmol) was dissolved in methanol (10 ml). The mixture was cooled to 0° C. and sodium hydroxide 2 M solution (1.687 ml) was added. The reaction mixture was allowed to warm to RT with stirring. Stirring was two days during which more sodium hydroxide 2 M solution (3.4 ml in total) was added. The last hour was stirred at 40° C. Methanol was evaporated and water was added. The pH was adjusted to 1 with 1M HCl, which precipita...